Dataset: the Open Reaction Database (ORD), a public repository of structured organic reaction records. Task: describe an organic reaction: reactants, conditions, products, and yield Starting materials: N1(CCCCC1)CC=1C=C(OCCCN)C=CC1 (3-(3-piperidinomethylphenoxy)propylamine), C(C)OC1=CC=C(C=C1)NC(OCC)=O (ethyl N-(4-ethoxyphenyl)carbamate). The solvent is COC(C(C)O)C (3-methoxy-2-butanol). Product: C(C)OC1=CC=C(C=C1)NC(=O)NCCCOC1=CC(=CC=C1)CN1CCCCC1 (N-(4-Ethoxyphenyl)-N'-[3-(3-piperidinomethylphenoxy)propyl]urea). The yield is 6.4%. RXN SMILES: [N:1]1([CH2:7][C:8]2[CH:9]=[C:10]([CH:16]=[CH:17][CH:18]=2)[O:11][CH2:12][CH2:13][CH2:14][NH2:15])[CH2:6][CH2:5][CH2:4][CH2:3][CH2:2]1.[CH2:19]([O:21][C:22]1[CH:27]=[CH:26][C:25]([NH:28][C:29](=O)[O:30]CC)=[CH:24][CH:23]=1)[CH3:20]>COC(C)C(O)C>[CH2:19]([O:21][C:22]1[CH:27]=[CH:26][C:25]([NH:28][C:29]([NH:15][CH2:14][CH2:13][CH2:12][O:11][C:10]2[CH:16]=[CH:17][CH:18]=[C:8]([CH2:7][N:1]3[CH2:6][CH2:5][CH2:4][CH2:3][CH2:2]3)[CH:9]=2)=[O:30])=[CH:24][CH:23]=1)[CH3:20]. Reported procedure: The mixture of 3-(3-piperidinomethylphenoxy)propylamine (4.7 g) and ethyl N-(4-ethoxyphenyl)carbamate (4.0 g) in 3-methoxy-2-butanol (20 ml) was refluxed for 6 hours and then concentrated under reduced pressure. The resulting residue was dissolved in dichloromethane, washed with water, diluted hydrochloric acid solution, saturated aqueous sodium bicarbonate solution and saturated aqueous sodium chloride solution successively and dried over magnesium sulfate. After removal of the solvent under re... Reactants: CC(=O)O, Cc1cc(Nc2nc(Nc3cc(C)c(C4CCNCC4)cc3F)ncc2Cl)n[nH]1, ClCCl, O=Cc1cncnc1. Product: Cc1cc(Nc2nc(Nc3cc(C)c(C4CCN(Cc5cncnc5)CC4)cc3F)ncc2Cl)n[nH]1. RXN SMILES: [C:38]([OH:39])(=[O:40])[CH3:41].[Cl:1][c:2]1[c:3]([NH:23][c:24]2[n:25][nH:26][c:27]([CH3:29])[cH:28]2)[n:4][c:5]([NH:8][c:9]2[c:10]([F:22])[cH:11][c:12]([CH:16]3[CH2:17][CH2:18][NH:19][CH2:20][CH2:21]3)[c:13]([CH3:15])[cH:14]2)[n:6][cH:7]1.[Cl:42][CH2:43][Cl:44].[n:30]1[cH:31][n:32][cH:33][c:34]([CH:36]=[O:37])[cH:35]1>>[Cl:1][c:2]1[c:3]([NH:23][c:24]2[n:25][nH:26][c:27]([CH3:29])[cH:28]2)[n:4][c:5]([NH:8][c:9]2[c:10]([F:22])[cH:11][c:12]([CH:16]3[CH2:17][CH2:18][N:19]([CH2:36][c:34]4[cH:33][n:32][cH:31][n:30][cH:35]4)[CH2:20][CH2:21]3)[c:13]([CH3:15])[cH:14]2)[n:6][cH:7]1. Reactants: C(C)(C)(C)OC(=O)N1CCC(CC1)C(N)=S (4-Thiocarbamoyl-piperidine-1-carboxylic acid tert-butyl ester), BrCC(=O)C1=CC=C(C(=O)O)C=C1 (4-(2-Bromo-acetyl)-benzoic acid), C(C)OCC (diethylether). Solvent: C1CCOC1 (THF). Run at time 5 minute. Product: N1CCC(CC1)C=1SC=C(N1)C1=CC=C(C(=O)O)C=C1 (4-(2-Piperidin-4-yl-thiazol-4-yl)-benzoic acid). RXN SMILES: C(OC([N:8]1[CH2:13][CH2:12][CH:11]([C:14](=[S:16])[NH2:15])[CH2:10][CH2:9]1)=O)(C)(C)C.Br[CH2:18][C:19]([C:21]1[CH:29]=[CH:28][C:24]([C:25]([OH:27])=[O:26])=[CH:23][CH:22]=1)=O.C(OCC)C>C1COCC1>[NH:8]1[CH2:9][CH2:10][CH:11]([C:14]2[S:16][CH:18]=[C:19]([C:21]3[CH:29]=[CH:28][C:24]([C:25]([OH:27])=[O:26])=[CH:23][CH:22]=3)[N:15]=2)[CH2:12][CH2:13]1. Procedure: 4-Thiocarbamoyl-piperidine-1-carboxylic acid tert-butyl ester (2.47 mmol) and 4-(2-Bromo-acetyl)-benzoic acid (2.47 mmol) were mixed in THF (12 mL). After stirring at room temperature for 5 minutes the mixture was heated to 80° C. for 2 hours. The volume was reduced to 5 mL and diethylether (5 mL) was added. The mixture was then cooled to −20° C. and filtered. The solid was washed with a small amount of diethylether and dried. m/z=289.1 in MS ES+, which was characterized by hplc and MS and used ... The reactants are COC1=C(C=CC=C1)C1CC(N(CC1)C(=O)OC(C)(C)C)C(=O)OC (1-tert-butyl 2-methyl 4-(2-methoxyphenyl)piperidine-1,2-dicarboxylate), [Li+].[BH4-] (LiBH4). The solvent is C1CCOC1 (THF), CO (MeOH). Conditions: time 8 hour. Yields the product crude product, OCC1N(CCC(C1)C1=C(C=CC=C1)OC)C(=O)OC(C)(C)C (tert-butyl 2-(hydroxymethyl)-4-(2-methoxyphenyl)piperidine-1-carboxylate). Reaction SMILES: [CH3:1][O:2][C:3]1[CH:8]=[CH:7][CH:6]=[CH:5][C:4]=1[CH:9]1[CH2:14][CH2:13][N:12]([C:15]([O:17][C:18]([CH3:21])([CH3:20])[CH3:19])=[O:16])[CH:11]([C:22](OC)=[O:23])[CH2:10]1.[Li+].[BH4-]>C1COCC1.CO>[OH:23][CH2:22][CH:11]1[CH2:10][CH:9]([C:4]2[CH:5]=[CH:6][CH:7]=[CH:8][C:3]=2[O:2][CH3:1])[CH2:14][CH2:13][N:12]1[C:15]([O:17][C:18]([CH3:21])([CH3:20])[CH3:19])=[O:16] |f:1.2|. Reported procedure: At 0° C., to a solution of 1-tert-butyl 2-methyl 4-(2-methoxyphenyl)piperidine-1,2-dicarboxylate 124 (640 mg, 1.83 mmol) in THF (10 mL) and MeOH (0.5 mL), LiBH4 (60 mg, 2.74 mmol) was added. The reaction solution was stirred at r.t overnight, The reaction was quenched with water and the mixture was extracted with ethyl acetate. After removal of solvent, the crude product of tert-butyl 2-(hydroxymethyl)-4-(2-methoxyphenyl)piperidine-1-carboxylate 125 was obtained without further purification. LC/... The reactants are ClC1=CC=C(S1)C(=O)NC1=C2C(N(C(C2=CC=C1)=O)CC=1C=C(C=CC1)C1=CC(=C(C=C1)F)CNC(OC(C)(C)C)=O)=O (tert-butyl {3′-[(4-{[(5-chloro-2-thienyl)carbonyl]amino}-1,3-dioxo-1,3-dihydro-2H-isoindol-2-yl)methyl]-4-fluoro[1,1′-biphenyl]-3-yl}methylcarbamate), crude product, Cl (hydrochloric acid). Yields the product Cl.NCC=1C=C(C=CC1F)C1=CC(=CC=C1)CN1C(C2=CC=CC(=C2C1=O)NC(=O)C=1SC(=CC1)Cl)=O (N-(2-{[3′-(aminomethyl)-4′-fluoro[1,1′-biphenyl]-3-yl]methyl}-1,3-dioxo-2,3-dihydro-1H-isoindol-4-yl)-5-chloro-2-thiophenecarboxamide hydrochloride). Reaction SMILES: [Cl:1][C:2]1[S:6][C:5]([C:7]([NH:9][C:10]2[CH:18]=[CH:17][CH:16]=[C:15]3[C:11]=2[C:12](=[O:43])[N:13]([CH2:20][C:21]2[CH:22]=[C:23]([C:27]4[CH:32]=[CH:31][C:30]([F:33])=[C:29]([CH2:34][NH:35]C(=O)OC(C)(C)C)[CH:28]=4)[CH:24]=[CH:25][CH:26]=2)[C:14]3=[O:19])=[O:8])=[CH:4][CH:3]=1.Cl>>[ClH:1].[NH2:35][CH2:34][C:29]1[CH:28]=[C:27]([C:23]2[CH:24]=[CH:25][CH:26]=[C:21]([CH2:20][N:13]3[C:12](=[O:43])[C:11]4[C:15](=[CH:16][CH:17]=[CH:18][C:10]=4[NH:9][C:7]([C:5]4[S:6][C:2]([Cl:1])=[CH:3][CH:4]=4)=[O:8])[C:14]3=[O:19])[CH:22]=2)[CH:32]=[CH:31][C:30]=1[F:33] |f:2.3|. Procedure: Starting with tert-butyl {3′-[(4-{[(5-chloro-2-thienyl)carbonyl]amino}-1,3-dioxo-1,3-dihydro-2H-isoindol-2-yl)methyl]-4-fluoro[1,1′-biphenyl]-3-yl}methylcarbamate, by treating the crude product with etheral hydrochloric acid solution, it is possible to obtain N-(2-{[3′-(aminomethyl)-4′-fluoro[1,1′-biphenyl]-3-yl]methyl}-1,3-dioxo-2,3-dihydro-1H-isoindol-4-yl)-5-chloro-2-thiophenecarboxamide hydrochloride. Reactants: ClC1=CC=C(S1)C(=O)N (5-chloro-2-thiophenecarboxamide), ClCC(=O)CCl (1,3-dichloroacetone). Yields the product ClCC=1N=C(OC1)C=1SC(=CC1)Cl (4-chloromethyl-2-(5-chloro-2-thienyl)oxazole). Isolated yield 51.0%. Reaction SMILES: [Cl:1][C:2]1[S:6][C:5]([C:7]([NH2:9])=[O:8])=[CH:4][CH:3]=1.[Cl:10][CH2:11][C:12]([CH2:14]Cl)=O>>[Cl:10][CH2:11][C:12]1[N:9]=[C:7]([C:5]2[S:6][C:2]([Cl:1])=[CH:3][CH:4]=2)[O:8][CH:14]=1. Procedure details: In substantially the same manner as in Reference Example 47, 5-chloro-2-thiophenecarboxamide was allowed to react with 1,3-dichloroacetone to give 4-chloromethyl-2-(5-chloro-2-thienyl)oxazole. The yield was 51%. Recrystallization from ethyl acetate-hexane gave colorless needles, mp 90-91° C. Reactants: CC(=O)O, Cl, Cl[Cu]Cl, O=N[O-], Nc1ccc(C(=O)NCC2(c3ccc(Cl)cc3)CC2)cc1F, [Na+], O=S=O, O, O, O. The product is O=C(NCC1(c2ccc(Cl)cc2)CC1)c1ccc(S(=O)(=O)Cl)c(F)c1. RXN SMILES: [C:32]([OH:33])(=[O:34])[CH3:35].[ClH:30].[Cu:38]([Cl:39])[Cl:40].[N:23]([O-:24])=[O:25].[NH2:1][c:2]1[c:3]([F:22])[cH:4][c:5]([C:6](=[O:7])[NH:8][CH2:9][C:10]2([c:13]3[cH:14][cH:15][c:16]([Cl:19])[cH:17][cH:18]3)[CH2:11][CH2:12]2)[cH:20][cH:21]1.[Na+:26].[O:27]=[S:28]=[O:29].[OH2:31].[OH2:36].[OH2:37]>>[c:2]1([S:28](=[O:27])(=[O:29])[Cl:30])[c:3]([F:22])[cH:4][c:5]([C:6](=[O:7])[NH:8][CH2:9][C:10]2([c:13]3[cH:14][cH:15][c:16]([Cl:19])[cH:17][cH:18]3)[CH2:11][CH2:12]2)[cH:20][cH:21]1.